From a dataset of the Open Reaction Database (ORD), a public repository of structured organic reaction records. describe an organic reaction: reactants, conditions, products, and yield Procedure details: 5-Bromo-6-chloro-2,2-difluorobenzo[d][1,3]dioxole (1.0 g, 3.7 mmol) was dissolved in dry tetrahydrofuran (7 mL), cooled to 0-5° C. and treated in portions with isopropylmagnesium lithium chloride (1.3 M; 3.0 mL, 3.9 mmol). After 30 min, 2-isopropoxy-4,4,5,5-tetramethyl-1,3,2-dioxaborolane (730 mg, 4.0 mmol) was added, and stirring was continued for 45 min at 10-15° C. Saturated NH4Cl (10 mL) was added and the mixture was shaken with ethyl acetate (20 mL) and saturated NaCl (10 mL). The organic p... Starting materials: [NH4+].[Cl-] (NH4Cl), BrC1=CC2=C(OC(O2)(F)F)C=C1Cl (5-Bromo-6-chloro-2,2-difluorobenzo[d][1,3]dioxole), [Cl-].[Li+].C(C)(C)[Mg+].[Cl-] (isopropylmagnesium lithium chloride), C(C)(C)OB1OC(C(O1)(C)C)(C)C (2-isopropoxy-4,4,5,5-tetramethyl-1,3,2-dioxaborolane), [Na+].[Cl-] (NaCl). Solvent: O1CCCC1 (tetrahydrofuran), C(C)(=O)OCC (ethyl acetate). Yield: 101.8%. RXN SMILES: Br[C:2]1[C:12]([Cl:13])=[CH:11][C:5]2[O:6][C:7]([F:10])([F:9])[O:8][C:4]=2[CH:3]=1.[Cl-].[Li+].C([Mg+])(C)C.[Cl-].C(O[B:25]1[O:29][C:28]([CH3:31])([CH3:30])[C:27]([CH3:33])([CH3:32])[O:26]1)(C)C.[NH4+].[Cl-].[Na+].[Cl-]>O1CCCC1.C(OCC)(=O)C>[Cl:13][C:12]1[C:2]([B:25]2[O:29][C:28]([CH3:31])([CH3:30])[C:27]([CH3:33])([CH3:32])[O:26]2)=[CH:3][C:4]2[O:8][C:7]([F:10])([F:9])[O:6][C:5]=2[CH:11]=1 |f:1.2.3.4,6.7,8.9|. The product is ClC=1C(=CC2=C(OC(O2)(F)F)C1)B1OC(C(O1)(C)C)(C)C (2-(6-Chloro-2,2-difluorobenzo[d][1,3]dioxol-5-yl)-4,4,5,5-tetramethyl-1,3,2-dioxaborolane). Run at temperature 2.5 celsius, time 30 minute. Reactants: CC(C)(C)O, Cc1ccc(Cl)cc1-c1ccc(C(F)(F)F)cc1, [K+], O=[Mn](=O)(=O)[O-], O. The product is O=C(O)c1ccc(Cl)cc1-c1ccc(C(F)(F)F)cc1. As a reaction SMILES: [C:26]([OH:27])([CH3:28])([CH3:29])[CH3:30].[Cl:1][c:2]1[cH:3][cH:4][c:5]([CH3:18])[c:6](-[c:8]2[cH:9][cH:10][c:11]([C:14]([F:15])([F:16])[F:17])[cH:12][cH:13]2)[cH:7]1.[K+:24].[Mn:19](=[O:20])([O-:21])(=[O:22])=[O:23].[OH2:25]>>[Cl:1][c:2]1[cH:3][cH:4][c:5]([C:18]([OH:20])=[O:25])[c:6](-[c:8]2[cH:9][cH:10][c:11]([C:14]([F:15])([F:16])[F:17])[cH:12][cH:13]2)[cH:7]1. The reactants are ClC1=C(OCC2CO2)C=C(C=C1)C (1-(2-chloro-5-methylphenoxy)-2,3-epoxypropane), NCCOC1=CC=C(C=C1)C=1C(CC(NN1)=O)C (6-[4-(2-aminoethoxy)phenyl]-4,5-dihydro-5-methyl-3(2H)-pyridazinone). Product: ClC1=C(OCC(CNCCOC2=CC=C(C=C2)C=2C(CC(NN2)=O)C)O)C=C(C=C1)C (6-[4-[2-[3-(2-Chloro-5-methyl-phenoxy)-2-hydroxypropylamino]ethoxy]phenyl]-4,5-dihydro-5-methyl-3(2H)-pyridazinone). Reaction SMILES: [Cl:1][C:2]1[CH:12]=[CH:11][C:10]([CH3:13])=[CH:9][C:3]=1[O:4][CH2:5][CH:6]1[O:8][CH2:7]1.[NH2:14][CH2:15][CH2:16][O:17][C:18]1[CH:23]=[CH:22][C:21]([C:24]2[CH:25]([CH3:31])[CH2:26][C:27](=[O:30])[NH:28][N:29]=2)=[CH:20][CH:19]=1>>[Cl:1][C:2]1[CH:12]=[CH:11][C:10]([CH3:13])=[CH:9][C:3]=1[O:4][CH2:5][CH:6]([OH:8])[CH2:7][NH:14][CH2:15][CH2:16][O:17][C:18]1[CH:19]=[CH:20][C:21]([C:24]2[CH:25]([CH3:31])[CH2:26][C:27](=[O:30])[NH:28][N:29]=2)=[CH:22][CH:23]=1. Procedure details: Prepared analogously to Example 1 from 1-(2-chloro-5-methylphenoxy)-2,3-epoxypropane and 6-[4-(2-aminoethoxy)phenyl]-4,5-dihydro-5-methyl-3(2H)-pyridazinone. Starting materials: [BH4-], CCO, CCOC(C)=O, [Cl-], [NH4+], [Na+], c1ccc(C(=Nn2cncn2)c2ccccc2)cc1. Product: c1ccc(C(Nn2cncn2)c2ccccc2)cc1. As a reaction SMILES: [BH4-:20].[CH3:24][CH2:25][OH:26].[CH3:27][CH2:28][O:29][C:30](=[O:31])[CH3:32].[Cl-:22].[NH4+:23].[Na+:21].[n:1]1([N:6]=[C:7]([c:8]2[cH:9][cH:10][cH:11][cH:12][cH:13]2)[c:14]2[cH:15][cH:16][cH:17][cH:18][cH:19]2)[n:2][cH:3][n:4][cH:5]1>>[n:1]1([NH:6][CH:7]([c:8]2[cH:9][cH:10][cH:11][cH:12][cH:13]2)[c:14]2[cH:15][cH:16][cH:17][cH:18][cH:19]2)[n:2][cH:3][n:4][cH:5]1. Reactants: CCc1cn(Cc2ccc(-c3ccccc3-c3nnnn3C(c3ccccc3)(c3ccccc3)c3ccccc3)cc2)n2nc(C(C)C)nc12, CO, CC(=O)O. Reaction SMILES: [CH2:1]([CH3:2])[c:3]1[cH:4][n:5]([CH2:14][c:15]2[cH:16][cH:17][c:18](-[c:21]3[c:22](-[c:27]4[n:28][n:29][n:30][n:31]4[C:32]([c:33]4[cH:34][cH:35][cH:36][cH:37][cH:38]4)([c:39]4[cH:40][cH:41][cH:42][cH:43][cH:44]4)[c:45]4[cH:46][cH:47][cH:48][cH:49][cH:50]4)[cH:23][cH:24][cH:25][cH:26]3)[cH:19][cH:20]2)[n:6]2[n:7][c:8]([CH:11]([CH3:12])[CH3:13])[n:9][c:10]12.[CH3:51][OH:52].[CH3:53][C:54](=[O:55])[OH:56]>>[CH2:1]([CH3:2])[c:3]1[cH:4][n:5]([CH2:14][c:15]2[cH:16][cH:17][c:18](-[c:21]3[c:22](-[c:27]4[nH:28][n:29][n:30][n:31]4)[cH:23][cH:24][cH:25][cH:26]3)[cH:19][cH:20]2)[n:6]2[n:7][c:8]([CH:11]([CH3:12])[CH3:13])[n:9][c:10]12. The product is CCc1cn(Cc2ccc(-c3ccccc3-c3nnn[nH]3)cc2)n2nc(C(C)C)nc12.